From a dataset of the Open Reaction Database (ORD), a public repository of structured organic reaction records. describe an organic reaction: reactants, conditions, products, and yield Reaction SMILES: C[Si]([N-][Si](C)(C)C)(C)C.[Na+].[Cl:11][C:12]1[CH:22]=[CH:21][CH:20]=[C:19]([Si:23]([CH3:26])([CH3:25])[CH3:24])[C:13]=1[C:14]([NH:16][CH2:17][CH3:18])=[O:15].[C:27](Cl)(=O)[CH3:28].C1C[O:34]CC1>>[C:17]([N:16]([CH2:27][CH3:28])[C:14](=[O:15])[C:13]1[C:19]([Si:23]([CH3:25])([CH3:24])[CH3:26])=[CH:20][CH:21]=[CH:22][C:12]=1[Cl:11])(=[O:34])[CH3:18] |f:0.1|. The reactants are C[Si](C)(C)[N-][Si](C)(C)C.[Na+] (sodium bis(trimethylsilyl)amide), ClC1=C(C(=O)NCC)C(=CC=C1)[Si](C)(C)C (2-Chloro-N-ethyl-6-(trimethylsilyl)benzamide), C1CCOC1 (THF), C1CCOC1 (THF), C(C)(=O)Cl (acetyl chloride), C1CCOC1 (THF). Product: C(C)(=O)N(C(C1=C(C=CC=C1[Si](C)(C)C)Cl)=O)CC (N-Acetyl-2-chloro-N-ethyl-6-(trimethylsilyl)benzamide). Reaction conditions: time 1 hour. Procedure: 1M sodium bis(trimethylsilyl)amide in THF (5.5 mL, 5.5 mmol) was added dropwise over several min to a solution of the compound of Example 45 (1.28 g, 5 mmol) in THF (30 mL). The resulting mixture was cooled with a water bath while a solution of acetyl chloride (0.432 g, 5.5 mmol) in THF (10 mL) was added, maintaining the internal reaction temperature ~ 25° C. After 1 h, the resulting reaction mixture was partitioned between sat aq NaHCO3 and ether. The ether phase was dried (MgSO4), concentrated... Isolated yield 17.0%. Reactants: C(C)(=O)O[BH-](OC(C)=O)OC(C)=O.[Na+] (sodium triacetoxyborohydride), C([O-])(O)=O.[Na+] (sodium bicarbonate), C(=O)(OC(C)(C)C)N1C(CCCC1)=O (BOC-piperidone), S(=O)(=O)([O-])[O-].[Na+].[Na+] (sodium sulfate), NC1=CC=CC=C1 (aniline). The solvent is C(C)(=O)O (acetic acid). Conditions: time 10 minute. Yields the product C(C)(C)(C)OC(=O)N1CCC(CC1)NC1=CC=CC=C1 (4-Phenylamino-piperidine-1-carboxylic acid tert-butyl ester). Isolated yield 80.2%. RXN SMILES: [C:1]([N:8]1[CH2:13][CH2:12][CH2:11][CH2:10][C:9]1=O)([O:3][C:4]([CH3:7])([CH3:6])[CH3:5])=[O:2].S([O-])([O-])(=O)=O.[Na+].[Na+].[NH2:22][C:23]1[CH:28]=[CH:27][CH:26]=[CH:25][CH:24]=1.C(O[BH-](OC(=O)C)OC(=O)C)(=O)C.[Na+].C(=O)(O)[O-].[Na+]>C(O)(=O)C>[C:4]([O:3][C:1]([N:8]1[CH2:13][CH2:12][CH:11]([NH:22][C:23]2[CH:28]=[CH:27][CH:26]=[CH:25][CH:24]=2)[CH2:10][CH2:9]1)=[O:2])([CH3:7])([CH3:6])[CH3:5] |f:1.2.3,5.6,7.8|. Procedure details: 1.53 g (7.68 mmol) of BOC-piperidone and 13.4 g (77 mmol) of sodium sulfate in 28 mL acetic acid were treated with 0.78 mL (8.6 mmol) of aniline. After 10 min, 8.2 g (39 mmol) of sodium triacetoxyborohydride was added. After 45 min, the solution was poured onto ice, and neutralized by portionwise addition of solid sodium bicarbonate (ca. 45 g). The resulting solution was extracted with five portions of CHCl3 ; the organics were washed with brine, dried over MgSO4, filtered, concentrated, and pur... Starting materials: C(=O)C1=CC(=C(OC2=NC=C(C(=O)N)C=C2)C=C1)OC (6-(4-formyl-2-methoxyphenoxy)nicotinamide), N1(CCOCC1)CCN (2-morpholin-4-ylethylamine). Product: COC1=C(OC2=NC=C(C(=O)N)C=C2)C=CC(=C1)CNCCN1CCOCC1 (6-{2-Methoxy-4-[(2-morpholin-4-ylethylamino)methyl]phenoxy}nicotinamide). The yield is 48.8%. RXN SMILES: [CH:1]([C:3]1[CH:18]=[CH:17][C:6]([O:7][C:8]2[CH:16]=[CH:15][C:11]([C:12]([NH2:14])=[O:13])=[CH:10][N:9]=2)=[C:5]([O:19][CH3:20])[CH:4]=1)=O.[N:21]1([CH2:27][CH2:28][NH2:29])[CH2:26][CH2:25][O:24][CH2:23][CH2:22]1>>[CH3:20][O:19][C:5]1[CH:4]=[C:3]([CH2:1][NH:29][CH2:28][CH2:27][N:21]2[CH2:26][CH2:25][O:24][CH2:23][CH2:22]2)[CH:18]=[CH:17][C:6]=1[O:7][C:8]1[CH:16]=[CH:15][C:11]([C:12]([NH2:14])=[O:13])=[CH:10][N:9]=1. Reported procedure: Using a method similar to Example 405, a reaction of 6-(4-formyl-2-methoxyphenoxy)nicotinamide (Example 414, Part B) (0.050 g, 0.184 mmol) and 2-morpholin-4-ylethylamine (0.0224 g, 0.184 mmol) gives the title compound (0.0347 g, 49.0%): TOF MS ES+ 387.2 (M+H)+, HRMS calcd for C20H27N4O4 387.2032 (M+H)+, found 387.2023, time 0.41 min; 1H NMR (DMSO-d6) δ 8.51 (d. J=2.0 Hz, 1H), 8.19 (dd, J=8.8, 2.4 Hz, 1H), 7.98 (s, 2H), 7.43 (s, 1H), 7.11 (d, J=1.95 Hz, 1H), 7.06 (d, J=8.3 Hz, 1H), 6.98 (d, J=8.3... The reactants are CC1CN(c2ccc(F)cc2C(F)(F)F)CCN1S(=O)(=O)c1ccc(F)c(C#N)c1, O=C(O)C(F)(F)F, [Na+], [OH-], O=S(=O)(O)O. Yields the product CC1CN(c2ccc(F)cc2C(F)(F)F)CCN1S(=O)(=O)c1ccc(F)c(C(N)=O)c1. Reaction SMILES: [F:1][c:2]1[c:3]([C:4]#[N:5])[cH:6][c:7]([S:10](=[O:11])(=[O:12])[N:13]2[CH:14]([CH3:30])[CH2:15][N:16]([c:19]3[c:20]([C:26]([F:27])([F:28])[F:29])[cH:21][c:22]([F:25])[cH:23][cH:24]3)[CH2:17][CH2:18]2)[cH:8][cH:9]1.[F:31][C:32]([F:33])([F:35])[C:36](=[O:34])[OH:37].[Na+:44].[OH-:43].[S:38](=[O:39])(=[O:40])([OH:41])[OH:42]>>[F:1][c:2]1[c:3]([C:4]([NH2:5])=[O:34])[cH:6][c:7]([S:10](=[O:11])(=[O:12])[N:13]2[CH:14]([CH3:30])[CH2:15][N:16]([c:19]3[c:20]([C:26]([F:27])([F:28])[F:29])[cH:21][c:22]([F:25])[cH:23][cH:24]3)[CH2:17][CH2:18]2)[cH:8][cH:9]1. The reactants are CC(=O)OC(C)=O, Nc1nnc(SCC(O)(Cn2cncn2)c2ccc(Cl)cc2Cl)s1, c1ccncc1. The product is CC(=O)Nc1nnc(SCC(O)(Cn2cncn2)c2ccc(Cl)cc2Cl)s1. As a reaction SMILES: [CH3:25][C:26](=[O:27])[O:28][C:29](=[O:30])[CH3:31].[NH2:1][c:2]1[s:3][c:4]([S:7][CH2:8][C:9]([CH2:10][n:11]2[n:12][cH:13][n:14][cH:15]2)([OH:16])[c:17]2[c:18]([Cl:24])[cH:19][c:20]([Cl:23])[cH:21][cH:22]2)[n:5][n:6]1.[cH:32]1[cH:33][cH:34][n:35][cH:36][cH:37]1>>[NH:1]([c:2]1[s:3][c:4]([S:7][CH2:8][C:9]([CH2:10][n:11]2[n:12][cH:13][n:14][cH:15]2)([OH:16])[c:17]2[c:18]([Cl:24])[cH:19][c:20]([Cl:23])[cH:21][cH:22]2)[n:5][n:6]1)[C:26]([CH3:25])=[O:27]. Starting materials: C1(=CC=CC=C1)C=1N=NC2=C([N+]1[O-])C1C(OC2(CC1)C)(C)C (3-phenyl-5,8-dihydro-6,6,8-trimethyl-5,8-ethano-6H-pyrano[4,3-e]-as-triazine-4-oxide), C1=CCCCC1 (cyclohexene). The reagents and catalysts are [Pd] (palladium on charcoal). The solvent is C(C)O (ethanol). Product: C1(=CC=CC=C1)C=1N=NC2=C(N1)C1C(OC2(CC1)C)(C)C (3-phenyl-5,8-dihydro-6,6,8-trimethyl-5,8-ethano-6H-pyrano[4,3-e]-as-triazine). As a reaction SMILES: [C:1]1([C:7]2[N:8]=[N:9][C:10]3[C:17]4([CH3:20])[CH2:18][CH2:19][CH:14]([C:15]([CH3:22])([CH3:21])[O:16]4)[C:11]=3[N+:12]=2[O-])[CH:6]=[CH:5][CH:4]=[CH:3][CH:2]=1.C1CCCCC=1>[Pd].C(O)C>[C:1]1([C:7]2[N:8]=[N:9][C:10]3[C:17]4([CH3:20])[CH2:18][CH2:19][CH:14]([C:15]([CH3:22])([CH3:21])[O:16]4)[C:11]=3[N:12]=2)[CH:2]=[CH:3][CH:4]=[CH:5][CH:6]=1. Procedure details: To a solution of 1.80 g. (0.006 mole) 3-phenyl-5,8-dihydro-6,6,8-trimethyl-5,8-ethano-6H-pyrano[4,3-e]-as-triazine-4-oxide and 1.50 g. (0.018 mole) cyclohexene in 30 ml. absolute ethanol there is added 60 mg. 10% palladium on charcoal. The resulting mixture is refluxed under a nitrogen atmosphere for 18 hours. The catalyst is then removed by filtration and the filtrate evaporated to give 3-phenyl-5,8-dihydro-6,6,8-trimethyl-5,8-ethano-6H-pyrano[4,3-e]-as-triazine; m.p. 180° to 189° C. Starting materials: CCCCCC, Fc1ccc(-c2[nH]ccc2-c2ccncc2)cc1, [Li]CCCC, C1CCOC1, CC(C)[Si](OS(=O)(=O)C(F)(F)F)(C(C)C)C(C)C. Product: CC(C)[Si](C(C)C)(C(C)C)n1ccc(-c2ccncc2)c1-c1ccc(F)cc1. Reaction SMILES: [CH3:42][CH2:43][CH2:44][CH2:45][CH2:46][CH3:47].[F:6][c:7]1[cH:8][cH:9][c:10](-[c:13]2[nH:14][cH:15][cH:16][c:17]2-[c:18]2[cH:19][cH:20][n:21][cH:22][cH:23]2)[cH:11][cH:12]1.[Li:1][CH2:2][CH2:3][CH2:4][CH3:5].[O:48]1[CH2:49][CH2:50][CH2:51][CH2:52]1.[S:24]([O:25][Si:32]([CH:33]([CH3:34])[CH3:35])([CH:36]([CH3:37])[CH3:38])[CH:39]([CH3:40])[CH3:41])([C:26]([F:27])([F:28])[F:29])(=[O:30])=[O:31]>>[F:6][c:7]1[cH:8][cH:9][c:10](-[c:13]2[n:14]([Si:32]([CH:33]([CH3:34])[CH3:35])([CH:36]([CH3:37])[CH3:38])[CH:39]([CH3:40])[CH3:41])[cH:15][cH:16][c:17]2-[c:18]2[cH:19][cH:20][n:21][cH:22][cH:23]2)[cH:11][cH:12]1. Starting materials: C1=CC=C2C=CC=CC=C12 (azulene), C1OC2=CSC=C2OC1 (3,4-ethylenedioxythiophene), C1(=CC=CC=C1)C#C (phenylacetylene), S1C=CC=C1 (thiophene), 1,4-substituted benzenes, C(=C)C1=CC=CC=2C3=CC=CC=C3NC12 (vinylcarbazole), N1C=CC2=CC=CC=C12 (indole), C#C (acetylene), N1C=CC=C1 (pyrrole), 2-methoxy-5-(2′-ethyl)hexyloxy-p-phenylacetylene, NC1=CC=CC=C1 (aniline). Procedure: Examples of the conductive polymer monomer useful for the polymerization of the conductive polymer composite include 3,4-ethylenedioxythiophene, thiophene, aniline, pyrrole, vinylcarbazole, acetylene, pyridine, azulene, indole, phenylacetylene (to provide phenylenevinylene), 1,4-substituted benzenes (to provide phenylene), 2-methoxy-5-(2′-ethyl)hexyloxy-p-phenylacetylene (to provide the corresponding phenylenevinylene), 2-thiophenylacetylene (to provide 2-thienylenevinylene), azines, quinones, p... The solvent is N1=CC=CC=C1 (pyridine). RXN SMILES: [CH2:1]1[CH2:9][O:8][C:7]2[C:3](=[CH:4][S:5][CH:6]=2)O1.S1C=C[CH:12]=[CH:11]1.N[C:16]1C=CC=C[CH:17]=1.N1C=CC=C1.C(C1C2NC3C(=CC=CC=3)C=2C=CC=1)=C.C#C.C1C2C(C=CC=CC=2)=CC=1.N1C2C(=CC=CC=2)C=C1.C1(C#C)C=CC=CC=1>N1C=CC=CC=1>[S:5]1[CH:4]=[CH:3][CH:7]=[C:6]1[C:11]#[CH:12].[C:4]1([SH:5])[CH:3]=[CH:7][CH:6]=[CH:17][CH:16]=1.[O:8]1[CH:7]=[CH:3][CH:1]=[CH:9]1. Yields the product S1C(=CC=C1)C#C (2-thiophenylacetylene), quinones, C1(=CC=CC=C1)S (phenylmercaptan), O1C=CC=C1 (furan). Reactants: C(C1=CC=CC=C1)N1N=NC(=C1)CCC (1-benzyl-4-propyl-1H-1,2,3-triazole), IC (iodomethane), IC (iodomethane). Conditions: temperature 40 celsius. Product: [I-].C(C1=CC=CC=C1)N1N=[N+](C(=C1)CCC)C (1-benzyl-3-methyl-4-propyl-1H-1,2,3-triazol-3-ium iodide). RXN SMILES: [CH2:1]([N:8]1[CH:12]=[C:11]([CH2:13][CH2:14][CH3:15])[N:10]=[N:9]1)[C:2]1[CH:7]=[CH:6][CH:5]=[CH:4][CH:3]=1.[I:16][CH3:17]>>[I-:16].[CH2:1]([N:8]1[CH:12]=[C:11]([CH2:13][CH2:14][CH3:15])[N+:10]([CH3:17])=[N:9]1)[C:2]1[CH:3]=[CH:4][CH:5]=[CH:6][CH:7]=1 |f:2.3|. Procedure details: 1-benzyl-4-propyl-1H-1,2,3-triazole prepared above and excess iodomethane were added to a 20 mL vial. The reaction was heated at 40° C. for 3 days. The iodomethane was allowed to evaporate in the hood. The crude product was dissolved with 2 mL CH2Cl2 under reflux. The solution was precipitated into a mixture of acetone, ethyl acetate and hexane and dried in vacuo. The following structure was confirmed: